Dataset: the Open Reaction Database (ORD), a public repository of structured organic reaction records. Task: describe an organic reaction: reactants, conditions, products, and yield As a reaction SMILES: [CH2:32]([CH2:33][CH3:34])[N:35]([C:36]([CH2:37][CH2:38][CH2:39][C:40](=[O:41])[OH:42])=[O:43])[CH2:44][CH2:45][CH3:46].[F:1][C:2]([F:3])([F:4])[C:5]([OH:6])=[O:7].[NH2:8][CH:9]([CH:10]([CH2:11][NH:12][CH2:13][c:14]1[cH:15][c:16]([O:20][CH3:21])[cH:17][cH:18][cH:19]1)[OH:22])[CH2:23][c:24]1[cH:25][c:26]([F:31])[cH:27][c:28]([F:30])[cH:29]1>>[NH:8]([CH:9]([CH:10]([CH2:11][NH:12][CH2:13][c:14]1[cH:15][c:16]([O:20][CH3:21])[cH:17][cH:18][cH:19]1)[OH:22])[CH2:23][c:24]1[cH:25][c:26]([F:31])[cH:27][c:28]([F:30])[cH:29]1)[C:40]([CH2:39][CH2:38][CH2:37][C:36]([N:35]([CH2:32][CH2:33][CH3:34])[CH2:44][CH2:45][CH3:46])=[O:43])=[O:41]. Yields the product CCCN(CCC)C(=O)CCCC(=O)NC(Cc1cc(F)cc(F)c1)C(O)CNCc1cccc(OC)c1. The reactants are CCCN(CCC)C(=O)CCCC(=O)O, O=C(O)C(F)(F)F, COc1cccc(CNCC(O)C(N)Cc2cc(F)cc(F)c2)c1. Reactants: S1C(=NC2=C1C=CC=C2)C2=CC=NC=C2 (4-(Benzothiazol-2-yl)pyridine), C(C1=CC=CC=C1)Br (benzyl bromide), [BH4-].[Na+] (sodium borohydride). Solvent: CN(C)C=O (DMF). Yields the product S1C(=NC2=C1C=CC=C2)C=2CCN(CC2)CC2=CC=CC=C2 (4-(Benzothiazol-2-yl)-1-benzyl-1,2,3,6-tetrahydropyridine). The yield is 66.9%. RXN SMILES: [S:1]1[C:5]2[CH:6]=[CH:7][CH:8]=[CH:9][C:4]=2[N:3]=[C:2]1[C:10]1[CH:15]=[CH:14][N:13]=[CH:12][CH:11]=1.[CH2:16](Br)[C:17]1[CH:22]=[CH:21][CH:20]=[CH:19][CH:18]=1.[BH4-].[Na+]>CN(C=O)C>[S:1]1[C:5]2[CH:6]=[CH:7][CH:8]=[CH:9][C:4]=2[N:3]=[C:2]1[C:10]1[CH2:11][CH2:12][N:13]([CH2:16][C:17]2[CH:22]=[CH:21][CH:20]=[CH:19][CH:18]=2)[CH2:14][CH:15]=1 |f:2.3|. Procedure details: 4-(Benzothiazol-2-yl)pyridine (4.5 g, 0.02 mol) was suspended in DMF (10 ml) and benzyl bromide (3.8 ml, 0.03 mol) added and the reaction mixture stirred at reflux for 1 hour. On cooling, the solid was filtered and washed with ether (20 ml). The solid was then suspended in ethanol (100 ml), sodium borohydride (1.05 g, 0.026 mol) added and the reaction stirred at room temperature overnight. The reaction mixture was concentrated in vacuo, the residue diluted with water (50 ml) and the product extr... The solvent is C(Cl)Cl (CH2Cl2). The reactants are [N+](=O)([O-])C1=C(C=CC=C1)OC([C@H](NC(=O)OC(C)(C)C)CCCNC(=O)OCC1=CC=CC=C1)=O (Nα -Boc-Nδ -Cbz-(R)-ornithine-o-nitrophenyl ester), Cl.C(C1=CC=CC=C1)OC1=CC=C([C@@H](C)N)C=C1 ((R)-4-benzyloxy-α-methylbenzylamine hydrochloride), TEA. Procedure details: Prepared according to the method described in Example 4(b) above from Nα -Boc-Nδ -Cbz-(R)-ornithine-o-nitrophenyl ester (3.11 g; 6.37 mmol), (R)-4-benzyloxy-α-methylbenzylamine hydrochloride (1.68 g; 6.37 mmol), TEA (1.94 g; 19.10 mmol) and CH2Cl2 (200 mL), 18 hours reaction time. The resultant yellow solution was concentrated to afford the crude sub-title compound which was used directly in the next step. Reaction SMILES: [N+](C1C=CC=CC=1O[C:11](=[O:35])[C@@H:12]([CH2:21][CH2:22][CH2:23][NH:24][C:25]([O:27][CH2:28][C:29]1[CH:34]=[CH:33][CH:32]=[CH:31][CH:30]=1)=[O:26])[NH:13][C:14]([O:16][C:17]([CH3:20])([CH3:19])[CH3:18])=[O:15])([O-])=O.Cl.[CH2:37]([O:44][C:45]1[CH:53]=[CH:52][C:48]([C@H:49]([NH2:51])[CH3:50])=[CH:47][CH:46]=1)[C:38]1[CH:43]=[CH:42][CH:41]=[CH:40][CH:39]=1>C(Cl)Cl>[C:14]([NH:13][C@@H:12]([C:11]([NH:51][C@@H:49]([C:48]1[CH:52]=[CH:53][C:45]([O:44][CH2:37][C:38]2[CH:43]=[CH:42][CH:41]=[CH:40][CH:39]=2)=[CH:46][CH:47]=1)[CH3:50])=[O:35])[CH2:21][CH2:22][CH2:23][NH:24][C:25]([O:27][CH2:28][C:29]1[CH:30]=[CH:31][CH:32]=[CH:33][CH:34]=1)=[O:26])([O:16][C:17]([CH3:18])([CH3:19])[CH3:20])=[O:15] |f:1.2|. Yields the product C(=O)(OC(C)(C)C)N[C@H](CCCNC(=O)OCC1=CC=CC=C1)C(=O)N[C@H](C)C1=CC=C(C=C1)OCC1=CC=CC=C1 ((R)-N2 -(Boc)-N5 -(Cbz)-(R)-N-[1-(4-Benzyloxyphenyl)ethyl]ornithine amide). Starting materials: [Al+3], ClCCl, CCOC(C)=O, COc1ccccc1, [Cl-], [Cl-], [Cl-], Cl, O=C1CCC(=O)O1. Yields the product COc1ccc(C(=O)CCC(=O)O)cc1. Reaction SMILES: [Al+3:2].[CH2:27]([Cl:28])[Cl:29].[CH3:21][CH2:22][O:23][C:24](=[O:25])[CH3:26].[CH3:5][O:6][c:7]1[cH:8][cH:9][cH:10][cH:11][cH:12]1.[Cl-:1].[Cl-:3].[Cl-:4].[ClH:20].[O:13]=[C:14]1[CH2:15][CH2:16][C:17](=[O:18])[O:19]1>>[CH3:5][O:6][c:7]1[cH:8][cH:9][c:10]([C:17]([CH2:16][CH2:15][C:14](=[O:13])[OH:19])=[O:18])[cH:11][cH:12]1. Reaction SMILES: [O:1]=[C:2]([CH3:8])[CH2:3][CH2:4][C:5]([OH:7])=[O:6].[CH2:9](O)[CH3:10].S(=O)(=O)(O)O.O>C1C=CC=CC=1>[O:1]=[C:2]([CH3:8])[CH2:3][CH2:4][C:5]([O:7][CH2:9][CH3:10])=[O:6]. Reported procedure: 100 g (0.86 mol) of 4-oxopentanoic acid, 150 g of ethanol and 1 ml of sulfuric acid in 200 ml of benzene were refluxed until water separation in the Dean-Stark trap ceased. The cooled reaction mixture was washed with water, sodium carbonate solution and again with water and then dried under reflux with the Dean-Stark trap. When removal of the water phase was complete, the solvent was removed by distillation and the residue was distilled under reduced pressure. Boiling point 85-87° C./16 mm Hg, y... Solvent: C1=CC=CC=C1 (benzene). Product: O=C(CCC(=O)OCC)C (Ethyl 4-oxopentanoate). The reactants are O=C(CCC(=O)O)C (4-oxopentanoic acid), C(C)O (ethanol), S(O)(O)(=O)=O (sulfuric acid), O (water).